From a dataset of the Open Reaction Database (ORD), a public repository of structured organic reaction records. describe an organic reaction: reactants, conditions, products, and yield The reactants are COC1(CCC(NC1)C(=O)OC)OC (methyl 5,5-dimethoxypiperidine-2-carboxylate), CC=1SC(=C(N1)C1=CC=CC=C1)C(=O)O (2-methyl-4-phenylthiazole-5-carboxylic acid). Procedure: Methyl 5,5-dimethoxy-1-(2-methyl-4-phenylthiazole-5-carbonyl)piperidine-2-carboxylate was prepared according to general procedure A using methyl 5,5-dimethoxypiperidine-2-carboxylate and 2-methyl-4-phenylthiazole-5-carboxylic acid. Product: COC1(CCC(N(C1)C(=O)C1=C(N=C(S1)C)C1=CC=CC=C1)C(=O)OC)OC (Methyl 5,5-dimethoxy-1-(2-methyl-4-phenylthiazole-5-carbonyl)piperidine-2-carboxylate). RXN SMILES: [CH3:1][O:2][C:3]1([O:13][CH3:14])[CH2:8][NH:7][CH:6]([C:9]([O:11][CH3:12])=[O:10])[CH2:5][CH2:4]1.[CH3:15][C:16]1[S:17][C:18]([C:27](O)=[O:28])=[C:19]([C:21]2[CH:26]=[CH:25][CH:24]=[CH:23][CH:22]=2)[N:20]=1>>[CH3:1][O:2][C:3]1([O:13][CH3:14])[CH2:8][N:7]([C:27]([C:18]2[S:17][C:16]([CH3:15])=[N:20][C:19]=2[C:21]2[CH:26]=[CH:25][CH:24]=[CH:23][CH:22]=2)=[O:28])[CH:6]([C:9]([O:11][CH3:12])=[O:10])[CH2:5][CH2:4]1. Reactants: N1=CC=CC=C1 (pyridine), CN(C1=CC=C(C(=O)O)C=C1)C (4-dimethylaminobenzoic acid), Cl.C(N)(=N)C=1C=C2C=CC(=C(C2=CC1)CC(N)=O)O (6-amidino-1-carbamoylmethyl-2-naphthol.hydrochloride), C1CCC(CC1)N=C=NC2CCCCC2 (DCC). The reagents and catalysts are CN(C)C=1C=CN=CC1 (DMAP). Run in C(C)C(=O)C.O.C(C)(=O)O (methyl ethyl ketone water acetic acid). Run at time 2 hour. The product is Cl.Cl.CN(C1=CC=C(C(=O)OC2=C(C3=CC=C(C=C3C=C2)C(N)=N)CC(N)=O)C=C1)C (6-amidino-1-carbamoylmethyl-2-naphthyl 4-dimethylaminobenzoate.dihydrochloride). The yield is 133.7%. Reaction SMILES: N1C=CC=CC=1.[CH3:7][N:8]([CH3:18])[C:9]1[CH:17]=[CH:16][C:12]([C:13]([OH:15])=[O:14])=[CH:11][CH:10]=1.[ClH:19].[C:20]([C:23]1[CH:24]=[C:25]2[C:30](=[CH:31][CH:32]=1)[C:29]([CH2:33][C:34](=[O:36])[NH2:35])=[C:28](O)[CH:27]=[CH:26]2)(=[NH:22])[NH2:21].C1CCC(N=C=NC2CCCCC2)CC1>CN(C1C=CN=CC=1)C.C(C(C)=O)C.O.C(O)(=O)C>[ClH:19].[ClH:19].[CH3:7][N:8]([CH3:18])[C:9]1[CH:17]=[CH:16][C:12]([C:13]([O:15][C:28]2[CH:27]=[CH:26][C:25]3[C:30](=[CH:31][CH:32]=[C:23]([C:20](=[NH:21])[NH2:22])[CH:24]=3)[C:29]=2[CH2:33][C:34](=[O:36])[NH2:35])=[O:14])=[CH:11][CH:10]=1 |f:2.3,6.7.8,9.10.11|. Procedure: 40 Milliliters of 20% hydrous pyridine was added to 3.0 g of 4-dimethylaminobenzoic acid, 1.77 g of 6-amidino-1-carbamoylmethyl-2-naphthol.hydrochloride, 2.65 g of DCC and 130.9 mg of DMAP, followed by stirring for 2 hours under cooling with ice and then 24 hours at room temperature. Then, the precipitate was collected by filtration and washed with a small amount of pyridine. To this collected precipitate were added 60 ml of DMF and 20 ml of water to dissolve the precipitate with heating, follow... Reactants: N(=NC(=O)OCC)C(=O)OCC (diethyl azodicarboxylate), OC1=C(C#N)C=CC(=C1)Cl (2-hydroxy-4-chlorobenzonitrile), C1(=CC=CC=C1)P(C1=CC=CC=C1)C1=CC=CC=C1 (triphenylphosphine), CC(C)(C)[Si](OCCCC(O)C1=CSC=C1)(C)C (α-[3-[[(1,1-Dimethylethyl)dimethylsilyl]oxy]propyl]-3-thiophenemethanol). The solvent is O1CCCC1 (tetrahydrofuran). Reaction conditions: temperature 0 celsius, time 18 hour. The product is ClC1=CC(=C(C#N)C=C1)OC(CCCO[Si](C)(C)C(C)(C)C)C1=CSC=C1 (4-Chloro-2-[4-[[(1,1-dimethylethyl)dimethylsilyl]oxy]-1-(3-thienyl)butoxy]benzonitrile). Yield: 65.4%. Reaction SMILES: [CH3:1][C:2]([Si:5]([CH3:18])([CH3:17])[O:6][CH2:7][CH2:8][CH2:9][CH:10]([C:12]1[CH:16]=[CH:15][S:14][CH:13]=1)[OH:11])([CH3:4])[CH3:3].O[C:20]1[CH:27]=[C:26]([Cl:28])[CH:25]=[CH:24][C:21]=1[C:22]#[N:23].C1(P(C2C=CC=CC=2)C2C=CC=CC=2)C=CC=CC=1.N(C(OCC)=O)=NC(OCC)=O>O1CCCC1>[Cl:28][C:26]1[CH:27]=[CH:20][C:21]([C:22]#[N:23])=[C:24]([O:11][CH:10]([C:12]2[CH:16]=[CH:15][S:14][CH:13]=2)[CH2:9][CH2:8][CH2:7][O:6][Si:5]([C:2]([CH3:1])([CH3:3])[CH3:4])([CH3:17])[CH3:18])[CH:25]=1. Procedure: The product from step (b) (1.164 g, 4.06 mmol) was dissolved in anhydrous tetrahydrofuran (80 ml) and 2-hydroxy-4-chlorobenzonitrile (624 mg, 4.06 mmol) and triphenylphosphine (1.172 g, 4.47 mmol) added. The solution was cooled to 0° C. and diethyl azodicarboxylate (0.71 ml, 4.47 mmol) added dropwise. The reaction was allowed to warm to room temperature and stirred for a further 18 h. The reaction was concentrated in vacuo and the residue chromatographed on flash silica, eluting with hexane:ethy... Starting materials: C(C1=CC=CC=C1)=O (benzaldehyde), CN1C(CN(C(C2=C1C=CC(=C2)Cl)C2=CC=CC=C2)N)=O (1-methyl-4-amino-5-phenyl-7-chloro-1,3,4,5-tetrahydro-2H-1,4-benzodiazepine-2-one). Run in C1=CC=CC=C1 (benzene). Yields the product CN1C(CN(C(C2=C1C=CC(=C2)Cl)C2=CC=CC=C2)N=CC2=CC=CC=C2)=O (1-methyl-4-benzalamino-5-phenyl-7-chloro-1,3,4,5-tetrahydro-2H-1,4-benzodiazepine-2-one). Isolated yield 80.7%. Reaction SMILES: [CH:1](=O)[C:2]1[CH:7]=[CH:6][CH:5]=[CH:4][CH:3]=1.[CH3:9][N:10]1[C:16]2[CH:17]=[CH:18][C:19]([Cl:21])=[CH:20][C:15]=2[CH:14]([C:22]2[CH:27]=[CH:26][CH:25]=[CH:24][CH:23]=2)[N:13]([NH2:28])[CH2:12][C:11]1=[O:29]>C1C=CC=CC=1>[CH3:9][N:10]1[C:16]2[CH:17]=[CH:18][C:19]([Cl:21])=[CH:20][C:15]=2[CH:14]([C:22]2[CH:27]=[CH:26][CH:25]=[CH:24][CH:23]=2)[N:13]([N:28]=[CH:1][C:2]2[CH:7]=[CH:6][CH:5]=[CH:4][CH:3]=2)[CH2:12][C:11]1=[O:29]. Procedure details: 1 ml. (9.1 mmoles) of benzaldehyde is added to a solution of 2.0 g. (6.6 mmoles) of 1-methyl-4-amino-5-phenyl-7-chloro-1,3,4,5-tetrahydro-2H-1,4-benzodiazepine-2-one in 20 ml. of benzene, and the mixture is stirred at room temperature overnight. At the end of the reaction the mixture is evaporated to dryness under reduced pressure, the residue is triturated with 20 ml. of ether, and the solid substance is filtered off. 2.1 g. (80.7 %) of 1-methyl-4-benzalamino-5-phenyl-7-chloro-1,3,4,5-tetrahydr... Reactants: CNOC, CN1CCOCC1, CCN=C=NCCCN(C)C, ClCCl, Cl, Cl, O=C(O)CCC#Cc1ccc(OC(F)(F)F)cc1. The product is CON(C)C(=O)CCC#Cc1ccc(OC(F)(F)F)cc1. RXN SMILES: [CH3:20][NH:21][O:22][CH3:23].[CH3:24][N:25]1[CH2:26][CH2:27][O:28][CH2:29][CH2:30]1.[CH3:32][N:33]([CH3:34])[CH2:35][CH2:36][CH2:37][N:38]=[C:39]=[N:40][CH2:41][CH3:42].[Cl:43][CH2:44][Cl:45].[ClH:19].[ClH:31].[F:1][C:2]([O:3][c:4]1[cH:5][cH:6][c:7]([C:10]#[C:11][CH2:12][CH2:13][C:14](=[O:15])[OH:16])[cH:8][cH:9]1)([F:17])[F:18]>>[F:1][C:2]([O:3][c:4]1[cH:5][cH:6][c:7]([C:10]#[C:11][CH2:12][CH2:13][C:14](=[O:16])[N:21]([CH3:20])[O:22][CH3:23])[cH:8][cH:9]1)([F:17])[F:18]. The solvent is CCOCC (Et2O). Isolated yield 93.0%. Reaction conditions: temperature -65 celsius. Reactants: C[O-].[Na+] (sodium methoxide), N1C=CC2=CC=CC=C12 (indole), C(C(=O)Cl)(=O)Cl (oxalyl chloride), ice, O (water). Procedure details: A solution of indole (2.0 g, 1.70 mmol) in Et2O (20 mL) was cooled to 0°-5° C. under N2 and oxalyl chloride (1.5 mL 1.70 mmol) was added dropwise at <5° C. The resultant yellow slurry was stirred 30 min. in the ice bath and was then cooled to -65° C. and a 25% wt. solution of sodium methoxide (7.8 mL, 3.4 mmol) was slowly added at ≤58° C. The reaction was then allowed to warm to room temperature, water was added (10 mL), and the resultant mixture filtered. The solid was dried at room temperature... RXN SMILES: [NH:1]1[C:9]2[C:4](=[CH:5][CH:6]=[CH:7][CH:8]=2)[CH:3]=[CH:2]1.[C:10](Cl)(=O)[C:11](Cl)=[O:12].[CH3:16][O-:17].[Na+].[OH2:19]>CCOCC>[CH3:16][O:17][C:10]([C:11]([C:3]1[C:4]2[C:9](=[CH:8][CH:7]=[CH:6][CH:5]=2)[NH:1][CH:2]=1)=[O:12])=[O:19] |f:2.3|. The product is COC(=O)C(=O)C1=CNC2=CC=CC=C21 (Methyl indolyl-3-glyoxylate). Starting materials: CC(C)c1cccc(C(C)C)c1N=C=O, ClC(Cl)Cl, NCCN1CCN(CCO)CC1. The product is CC(C)c1cccc(C(C)C)c1NC(=O)NCCN1CCN(CCO)CC1. Reaction SMILES: [CH:13]([CH3:14])([CH3:15])[c:16]1[c:17]([N:25]=[C:26]=[O:27])[c:18]([CH:22]([CH3:23])[CH3:24])[cH:19][cH:20][cH:21]1.[CH:28]([Cl:29])([Cl:30])[Cl:31].[NH2:1][CH2:2][CH2:3][N:4]1[CH2:5][CH2:6][N:7]([CH2:10][CH2:11][OH:12])[CH2:8][CH2:9]1>>[NH:1]([CH2:2][CH2:3][N:4]1[CH2:5][CH2:6][N:7]([CH2:10][CH2:11][OH:12])[CH2:8][CH2:9]1)[C:26]([NH:25][c:17]1[c:16]([CH:13]([CH3:14])[CH3:15])[cH:21][cH:20][cH:19][c:18]1[CH:22]([CH3:23])[CH3:24])=[O:27]. Reactants: C(\C=C\C=CCCCCC)=O (trans-2,4-decadienal), [BH4-].[Na+] (sodium borohydride). Run in CO (methanol). Run at temperature 0 celsius. The product is C(\C=C\C=CCCCCC)O (trans-2,4-decadienol). Isolated yield 83.0%. As a reaction SMILES: [CH:1](=[O:11])/[CH:2]=[CH:3]/[CH:4]=[CH:5][CH2:6][CH2:7][CH2:8][CH2:9][CH3:10].[BH4-].[Na+]>CO>[CH2:1]([OH:11])/[CH:2]=[CH:3]/[CH:4]=[CH:5][CH2:6][CH2:7][CH2:8][CH2:9][CH3:10] |f:1.2|. Reported procedure: 6.08 g (40 mmols) of trans, trans-2,4-decadienal was dissolved in 50 ml of methanol and 379 mg (10 mmols) of sodium borohydride was added slowly to the solution while stirring and cooling at a temperature of 0° C. After disappearance of the starting material had been confirmed, the mixture was concentrated under reduced pressure. An aqueous solution of ammonium chloride was added to the mixture to decompose the complex compound formed, and the mixture was extracted with diethyl ether. The ethere... Starting materials: O=S(c1ccccc1)c1ccc(Cc2csc(Br)n2)cc1, C1CNCCN1, CCCCO. Product: O=S(c1ccccc1)c1ccc(Cc2csc(N3CCNCC3)n2)cc1. Reaction SMILES: [Br:1][c:2]1[s:3][cH:4][c:5]([CH2:7][c:8]2[cH:9][cH:10][c:11]([S:14](=[O:15])[c:16]3[cH:17][cH:18][cH:19][cH:20][cH:21]3)[cH:12][cH:13]2)[n:6]1.[CH2:22]1[CH2:23][NH:24][CH2:25][CH2:26][NH:27]1.[CH2:28]([OH:29])[CH2:30][CH2:31][CH3:32]>>[c:2]1([N:24]2[CH2:23][CH2:22][NH:27][CH2:26][CH2:25]2)[s:3][cH:4][c:5]([CH2:7][c:8]2[cH:9][cH:10][c:11]([S:14](=[O:15])[c:16]3[cH:17][cH:18][cH:19][cH:20][cH:21]3)[cH:12][cH:13]2)[n:6]1.